Dataset: the Open Reaction Database (ORD), a public repository of structured organic reaction records. Task: describe an organic reaction: reactants, conditions, products, and yield Reactants: CC1=C(C(=O)O)C=CC(=C1)[N+](=O)[O-] (2-methyl-4-nitro-benzoic acid), CN1CCOCC1 (N-methyl-morpholine), CCN=C=NCCCN(C)C.Cl (EDC-HCl), OC1=CC=CC=2NN=NC21 (HOBt), CNC (dimethylamine), CN1CCOCC1 (N-methyl-morpholine), CCN=C=NCCCN(C)C.Cl (EDC-HCl), OC1=CC=CC=2NN=NC21 (HOBt), CNC (dimethylamine). Run in ClCCl (dichloromethane). Reaction conditions: temperature 40 celsius, time 20 hour. Yields the product CC1=C(C(=O)N(C)C)C=CC(=C1)[N+](=O)[O-] (2,N,N-Trimethyl-4-nitro-benzamide). As a reaction SMILES: [CH3:1][C:2]1[CH:10]=[C:9]([N+:11]([O-:13])=[O:12])[CH:8]=[CH:7][C:3]=1[C:4](O)=[O:5].[CH3:14][N:15]1CCOC[CH2:16]1.CCN=C=NCCCN(C)C.Cl.OC1C2N=NNC=2C=CC=1.CNC>ClCCl>[CH3:1][C:2]1[CH:10]=[C:9]([N+:11]([O-:13])=[O:12])[CH:8]=[CH:7][C:3]=1[C:4]([N:15]([CH3:16])[CH3:14])=[O:5] |f:2.3|. Procedure details: A solution of 2 g (10.7 mmol) 2-methyl-4-nitro-benzoic acid, 1.32 ml (11.8 mmol) N-methyl-morpholine, 2.36 g (12 mmol) EDC-HCl and 2.36 g (12 mmol) HOBt in 50 ml dichloromethane is stirred at RT for 45 min, then dimethylamine solution (5.9 ml, 33% in EtOH) is added and the reaction mixture is heated to 40° C. and stirred at this temperature for 20 h. Another 1.32 ml (11.8 mmol) N-methyl-morpholine, 2.36 g (12 mmol) EDC-HCl and 2.36 g (12 mmol) HOBt (hydroxyl-benzotriazole) are added and stirred ... The reactants are FC=1C=C(C=CC1O)C1=CC(=C(C=C1)OCCCCCCC)F (3,3'-difluoro-4-hydroxy-4'-heptyloxybiphenyl), C(C)C1CC(C1)C(=O)Cl (3-ethylcyclobutanecarboxylic acid chloride), C(CCCCCCC)C1CC(C1)C(=O)Cl (3-octylcyclobutanecarboxylic acid chloride). The product is C(C)C1CC(C1)C(=O)OC1=C(C=C(C=C1)C1=CC(=C(C=C1)OCCCCCCC)F)F (3,3'-difluoro-4-heptyloxybiphenyl-4'-yl 3-ethylcyclobutanecarboxylate). Yield: 91.8%. Reaction SMILES: [F:1][C:2]1[CH:3]=[C:4]([C:9]2[CH:14]=[CH:13][C:12]([O:15][CH2:16][CH2:17][CH2:18][CH2:19][CH2:20][CH2:21][CH3:22])=[C:11]([F:23])[CH:10]=2)[CH:5]=[CH:6][C:7]=1[OH:8].[CH2:24]([CH:26]1[CH2:29][CH:28]([C:30](Cl)=[O:31])[CH2:27]1)[CH3:25].C(C1CC(C(Cl)=O)C1)CCCCCCC>>[CH2:24]([CH:26]1[CH2:29][CH:28]([C:30]([O:8][C:7]2[CH:6]=[CH:5][C:4]([C:9]3[CH:14]=[CH:13][C:12]([O:15][CH2:16][CH2:17][CH2:18][CH2:19][CH2:20][CH2:21][CH3:22])=[C:11]([F:23])[CH:10]=3)=[CH:3][C:2]=2[F:1])=[O:31])[CH2:27]1)[CH3:25]. Procedure: Except that 0.60 g of the crude 3,3'-difluoro-4-hydroxy-4'-heptyloxybiphenyl obtained in Example 6-(c) was used in place of 0.7 g of the crude 3,3'-difluoro-4-hydroxy-4'-decyloxybiphenyl and 0.3 g of 3-ethylcyclobutanecarboxylic acid chloride obtained in Example 13-(d) in place of 0.5 g of the 3-octylcyclobutanecarboxylic acid chloride used in Example 9-(g) and purification was carried out by way of column chromatography on silica gel (eluent: hexane/benzene=2/1), the operation was performed in ... Starting materials: [N+](#[C-])CC(=O)OCC (ethyl isocyanoacetate), C(=O)([O-])[O-].[K+].[K+] (K2CO3), BrCC1=C(C=C(C(=C1)Cl)Cl)CBr (1,2-bis-(bromomethyl)-4,5-dichlorobenzene), C(C)#N (ACN). Reagents/catalysts: CCCC[N+](CCCC)(CCCC)CCCC.OS(=O)(=O)[O-] (TBAHS). Run at temperature 80 celsius, time 8 hour. The product is C(C)OC(=O)C1C(C2=CC=C(C(=C2C1)Cl)Cl)[N+]#[C-] (4,5-Dichloro-isocyano-indan-2-carboxylic acid ethyl ester). Yield: 66.0%. As a reaction SMILES: [N+]([CH2:3][C:4]([O:6][CH2:7][CH3:8])=[O:5])#[C-].[C:9]([O-])([O-])=O.[K+].[K+].BrC[C:17]1[CH:22]=[C:21]([Cl:23])[C:20]([Cl:24])=[CH:19][C:18]=1[CH2:25]Br.[C:27](#[N:29])C>CCCC[N+](CCCC)(CCCC)CCCC.OS([O-])(=O)=O>[CH2:7]([O:6][C:4]([CH:3]1[CH2:9][C:19]2[C:18](=[CH:17][CH:22]=[C:21]([Cl:23])[C:20]=2[Cl:24])[CH:25]1[N+:29]#[C-:27])=[O:5])[CH3:8] |f:1.2.3,6.7|. Reported procedure: To a solution of ethyl isocyanoacetate (3.85 mL, 35 mmol) in anhydrous ACN (300 mL) is added finely ground anhydrous K2CO3 (29 g, 210 mmol), TBAHS (tetrabutyl ammonium hydrogen sulfate, 2.34 g, 7 mmol), and 1,2-bis-(bromomethyl)-4,5-dichlorobenzene (11.6 g, 35 mmol). The resulting heterogeneous mixture is stirred at 80° C. overnight. The reaction mixture is cooled down to RT and filtered to remove the unwanted salts. The filtrate is concentrated in vacuo. The residue is purified by flash column ... Starting materials: BrCCCc1ccccc1, O=C([O-])C(=O)[O-], CNCCC12CCCCC1c1ccccc1O2, [Na+], O=C([O-])O, CN(C)C=O. Yields the product O=C(O)C(=O)O, CN(CCCc1ccccc1)CCC12CCCCC1c1ccccc1O2. Reaction SMILES: [Br:18][CH2:19][CH2:20][CH2:21][c:22]1[cH:23][cH:24][cH:25][cH:26][cH:27]1.[C:33]([C:34](=[O:35])[O-:36])(=[O:37])[O-:38].[CH3:1][NH:2][CH2:3][CH2:4][C:5]12[O:6][c:7]3[c:8]([cH:14][cH:15][cH:16][cH:17]3)[CH:9]1[CH2:10][CH2:11][CH2:12][CH2:13]2.[Na+:32].[O-:28][C:29]([OH:30])=[O:31].[O:39]=[CH:40][N:41]([CH3:42])[CH3:43]>>[C:33]([C:34](=[O:35])[OH:36])(=[O:37])[OH:38].[CH3:1][N:2]([CH2:3][CH2:4][C:5]12[O:6][c:7]3[c:8]([cH:14][cH:15][cH:16][cH:17]3)[CH:9]1[CH2:10][CH2:11][CH2:12][CH2:13]2)[CH2:19][CH2:20][CH2:21][c:22]1[cH:23][cH:24][cH:25][cH:26][cH:27]1. The reactants are FC1=CC=C(C=C1)C=1OC=C(N1)CC#N (2-(2-(4-fluorophenyl)oxazol-4-yl)acetonitrile), Cl.ClCCN(C)CCCl (2-chloro-N-(2-chloroethyl)-N-methylethanamine hydrochloride). Yields the product FC1=CC=C(C=C1)C=1OC=C(N1)C1(CCN(CC1)C)C#N (4-(2-(4-Fluorophenyl)oxazol-4-yl)-1-methylpiperidine-4-carbonitrile). Isolated yield 30.0%. Reaction SMILES: [F:1][C:2]1[CH:7]=[CH:6][C:5]([C:8]2[O:9][CH:10]=[C:11]([CH2:13][C:14]#[N:15])[N:12]=2)=[CH:4][CH:3]=1.Cl.Cl[CH2:18][CH2:19][N:20]([CH2:22][CH2:23]Cl)[CH3:21]>>[F:1][C:2]1[CH:3]=[CH:4][C:5]([C:8]2[O:9][CH:10]=[C:11]([C:13]3([C:14]#[N:15])[CH2:23][CH2:22][N:20]([CH3:21])[CH2:19][CH2:18]3)[N:12]=2)=[CH:6][CH:7]=1 |f:1.2|. Reported procedure: This compound was synthesized from 2-(2-(4-fluorophenyl)oxazol-4-yl)acetonitrile and 2-chloro-N-(2-chloroethyl)-N-methylethanamine hydrochloride as described in example 16 step 1b (430 mg, yield 30%). 1H NMR (300 MHz, DMSO-d6) δ 8.30 (s, 1H), 8.05-8.00 (m, 2H), 7.41-7.35 (m, 2H), 2.83-2.79 (m, 2H), 2.26-2.18 (m, 7H), 2.04-1.94 (m, 2H). MS (ESI) m/z: Calculated for C16H16FN3O: 285.13. found: 286.2 (M+H)+. Reactants: O=C1N(C(C2=CC=CC=C12)=O)OC(C(=O)OC(C1=CC=CC=C1)C1=CC=CC=C1)=C (2-[(1,3-dioxo-2H-isoindol-2-yl)oxy]-2-propenoic acid, diphenylmethyl ester), O.NN (hydrazine hydrate). The solvent is C(Cl)Cl (methylene chloride), C(C)O (ethanol). Run at time 1 hour. Product: NOC(C(=O)OC(C1=CC=CC=C1)C1=CC=CC=C1)=C (2-aminooxy-2-propenoic acid, diphenylmethyl ester). RXN SMILES: O=C1C2C(=CC=CC=2)C(=O)[N:3]1[O:12][C:13](=[CH2:30])[C:14]([O:16][CH:17]([C:24]1[CH:29]=[CH:28][CH:27]=[CH:26][CH:25]=1)[C:18]1[CH:23]=[CH:22][CH:21]=[CH:20][CH:19]=1)=[O:15].O.NN>C(Cl)Cl.C(O)C>[NH2:3][O:12][C:13](=[CH2:30])[C:14]([O:16][CH:17]([C:24]1[CH:29]=[CH:28][CH:27]=[CH:26][CH:25]=1)[C:18]1[CH:23]=[CH:22][CH:21]=[CH:20][CH:19]=1)=[O:15] |f:1.2|. Procedure: To a solution of 2-[(1,3-dioxo-2H-isoindol-2-yl)oxy]-2-propenoic acid, diphenylmethyl ester (6.07 g, 15.2 mmole) in 375 ml of methylene chloride under argon at 0° C. was added hydrazine hydrate (0.76 g, 15.2 mmole) in 4 ml absolute ethanol. After one hour at 0° C., the mixture was evaporated to dryness at +10° C. and triturated with ethyl ether. Filtration and concentration of the filtrates gave 2-aminooxy-2-propenoic acid, diphenylmethyl ester as a residue. This compound was then treated at 20°... Reactants: BrCCCBr, Cc1coc2cc(O)ccc12, [Na+], [OH-]. Yields the product Cc1coc2cc(OCCCBr)ccc12. As a reaction SMILES: [Br:12][CH2:13][CH2:14][CH2:15][Br:16].[CH3:1][c:2]1[cH:3][o:4][c:5]2[c:6]1[cH:7][cH:8][c:9]([OH:11])[cH:10]2.[Na+:18].[OH-:17]>>[CH3:1][c:2]1[cH:3][o:4][c:5]2[c:6]1[cH:7][cH:8][c:9]([O:11][CH2:15][CH2:14][CH2:13][Br:12])[cH:10]2. Conditions: temperature 70 celsius. The solvent is C(C)O (Ethanol). Starting materials: COC1=CC=C2C(CCC(C2=C1)=O)(C)C (7-Methoxy-4,4-dimethyl-3,4-dihydro-2H-naphthalen-1-one), Cl.NO (Hydroxylamine hydrochloride), C(C)(=O)[O-].[Na+] (Sodium acetate), O (Water). Yields the product COC1=CC=C2C(CCC(C2=C1)=NO)(C)C (7-Methoxy-4,4-dimethyl-3,4-dihydro-2H-naphthalen-1-one oxime), solid. Yield: 98.0%. RXN SMILES: [CH3:1][O:2][C:3]1[CH:12]=[C:11]2[C:6]([C:7]([CH3:15])([CH3:14])[CH2:8][CH2:9][C:10]2=O)=[CH:5][CH:4]=1.Cl.[NH2:17][OH:18].C([O-])(=O)C.[Na+].O>C(O)C>[CH3:1][O:2][C:3]1[CH:12]=[C:11]2[C:6]([C:7]([CH3:15])([CH3:14])[CH2:8][CH2:9][C:10]2=[N:17][OH:18])=[CH:5][CH:4]=1 |f:1.2,3.4|. Procedure details: 7-Methoxy-4,4-dimethyl-3,4-dihydro-2H-naphthalen-1-one (1.48 g, 7.24 mmol) (Winstein, S.; Heck, R. F, J. Org. Chem., 1972, 37, 825.) was dissolved in Ethanol (20 mL) then Hydroxylamine hydrochloride (0.61 g, 8.8 mmol) and Sodium acetate (1.20 g, 14.6 mmol) were added along with Water (20 mL). The mixture was warmed to 70° C. for 6 h, cooled and partitioned between 50 mL DCM, 10 mL satd. sodium bicarbonate and 40 mL water. The pH was 6-7. The phases were separated and the aq. extracted 2×50 mL DC... Starting materials: C(C)(C)(C)N(C(=O)C(C(=O)OC)(C)C)O (methyl 2-(tert-butyl-N-hydroxycarbamoyl)-isobutyrate), CC(C)C[AlH]CC(C)C (DIBAH). Solvent: C(Cl)Cl (CH2Cl2), C(Cl)Cl (CH2Cl2). Run at temperature -78 celsius, time 3 hour. Yields the product C(C)(C)(C)N(C(=O)C(C=O)(C)C)O (2-(tert-butyl-N-hydroxycarbamoyl)-isobutyraldehyde). The yield is 71.4%. Reaction SMILES: [C:1]([N:5]([OH:15])[C:6]([C:8]([CH3:14])([CH3:13])[C:9](OC)=[O:10])=[O:7])([CH3:4])([CH3:3])[CH3:2].CC(C[AlH]CC(C)C)C>C(Cl)Cl>[C:1]([N:5]([OH:15])[C:6]([C:8]([CH3:14])([CH3:13])[CH:9]=[O:10])=[O:7])([CH3:4])([CH3:2])[CH3:3]. Procedure details: To a stirred solution of methyl 2-(tert-butyl-N-hydroxycarbamoyl)-isobutyrate (2.00 g) in dry CH2Cl2 (20 mL) at −78° C. under N2, 1M DIBAH in CH2Cl2 (17.14 mL) was added dropwise. The mixture was stirred at −78° C. for 3 hours and quenched by careful addition of MeOH (28 mL), Et2O (30 mL) and saturated aqueous solution of sodium potassium tartrate (30 mL). After 1 h the mixture was extracted three times with Et2O. The combined organic layers were washed with water, brine, dried over Na2SO4 and t... Procedure details: N-{6-[5-{[(2,4-Difluorophenyl)sulfonyl]amino}-6-(methyloxy)-3-pyridinyl]-1-[(4-methylphenyl)sulfonyl]-1H-indazol-4-yl}-2-{[(2R,6S)-2,6-dimethyl-4-morpholinyl]methyl}-1,3-thiazole-4-carboxamide (105 mg) was dissolved in IPA (1 mL) and 2M NaOH (aq) (1 mL) and stirred at room temperature overnight. The IPA was evaporated and the remaining aqueous phase was diluted with water (2 ml), then acidified to ca. pH 4 using 2M HCl (aq) to give a precipitate that was extracted into DCM, passed through a hydr... The solvent is CC(C)O (IPA). RXN SMILES: [F:1][C:2]1[CH:7]=[C:6]([F:8])[CH:5]=[CH:4][C:3]=1[S:9]([NH:12][C:13]1[CH:14]=[C:15]([C:21]2[CH:29]=[C:28]3[C:24]([CH:25]=[N:26][N:27]3S(C3C=CC(C)=CC=3)(=O)=O)=[C:23]([NH:40][C:41]([C:43]3[N:44]=[C:45]([CH2:48][N:49]4[CH2:54][C@H:53]([CH3:55])[O:52][C@H:51]([CH3:56])[CH2:50]4)[S:46][CH:47]=3)=[O:42])[CH:22]=2)[CH:16]=[N:17][C:18]=1[O:19][CH3:20])(=[O:11])=[O:10].[OH-].[Na+]>CC(O)C>[F:1][C:2]1[CH:7]=[C:6]([F:8])[CH:5]=[CH:4][C:3]=1[S:9]([NH:12][C:13]1[CH:14]=[C:15]([C:21]2[CH:29]=[C:28]3[C:24]([CH:25]=[N:26][NH:27]3)=[C:23]([NH:40][C:41]([C:43]3[N:44]=[C:45]([CH2:48][N:49]4[CH2:50][C@H:51]([CH3:56])[O:52][C@H:53]([CH3:55])[CH2:54]4)[S:46][CH:47]=3)=[O:42])[CH:22]=2)[CH:16]=[N:17][C:18]=1[O:19][CH3:20])(=[O:10])=[O:11] |f:1.2|. The product is FC1=C(C=CC(=C1)F)S(=O)(=O)NC=1C=C(C=NC1OC)C1=CC(=C2C=NNC2=C1)NC(=O)C=1N=C(SC1)CN1C[C@H](O[C@H](C1)C)C (N-{6-[5-{[(2,4-Difluorophenyl)sulfonyl]amino}-6-(methyloxy)-3-pyridinyl]-1H-indazol-4-yl}-2-{[(2R,6S)-2,6-dimethyl-4-morpholinyl]methyl}-1,3-thiazole-4-carboxamide). Starting materials: FC1=C(C=CC(=C1)F)S(=O)(=O)NC=1C=C(C=NC1OC)C1=CC(=C2C=NN(C2=C1)S(=O)(=O)C1=CC=C(C=C1)C)NC(=O)C=1N=C(SC1)CN1C[C@H](O[C@H](C1)C)C (N-{6-[5-{[(2,4-Difluorophenyl)sulfonyl]amino}-6-(methyloxy)-3-pyridinyl]-1-[(4-methylphenyl)sulfonyl]-1H-indazol-4-yl}-2-{[(2R,6S)-2,6-dimethyl-4-morpholinyl]methyl}-1,3-thiazole-4-carboxamide), [OH-].[Na+] (NaOH). Isolated yield 62.1%.